Task: describe an organic reaction: reactants, conditions, products, and yield. Dataset: the Open Reaction Database (ORD), a public repository of structured organic reaction records Starting materials: C#CC(=O)OCC=C(C)C, [Li]CCCC, O=Cc1ccc2c(c1)OCO2, [Cl-], [NH4+], C1CCOC1. The product is CC(C)=CCOC(=O)C#CC(O)c1ccc2c(c1)OCO2. Reaction SMILES: [C:1]([C:2]#[CH:3])(=[O:4])[O:5][CH2:6][CH:7]=[C:8]([CH3:9])[CH3:10].[CH2:11]([Li:12])[CH2:13][CH2:14][CH3:15].[CH2:16]1[O:17][c:18]2[cH:19][c:20]([CH:21]=[O:22])[cH:23][cH:24][c:25]2[O:26]1.[Cl-:27].[NH4+:28].[O:29]1[CH2:30][CH2:31][CH2:32][CH2:33]1>>[C:1]([C:2]#[C:3][CH:21]([c:20]1[cH:19][c:18]2[c:25]([cH:24][cH:23]1)[O:26][CH2:16][O:17]2)[OH:22])(=[O:4])[O:5][CH2:6][CH:7]=[C:8]([CH3:9])[CH3:10]. Reactants: ClC1=CC(=CC=C1)C(=O)OO (3-chloroperbenzoic acid), C(CCC)OCCOC1=CC=C(C=C1)C=1C=CC2=C(C=C(CCN2CC(C)C)C(=O)NC=2N=NC(=CC2)SCC=2N(C=NC2)CCC)C1 (7-[4-(2-butoxyethoxy)phenyl]-1-isobutyl-N-[6-[(3-propylimidazol-4-yl)methylthio]pyridazin-3-yl]-2,3-dihydro-1H-1-benzazepine-4-carboxamide), S(=S)(=O)([O-])[O-].[Na+].[Na+] (sodium thiosulfate). The solvent is ClCCl (dichloromethane), ClCCl (dichloromethane). Run at temperature -78 celsius, time 4 hour. Yields the product C(CCC)OCCOC1=CC=C(C=C1)C=1C=CC2=C(C=C(CCN2CC(C)C)C(=O)NC=2N=NC(=CC2)S(=O)CC=2N(C=NC2)CCC)C1 (7-[4-(2-butoxyethoxy)phenyl]-1-isobutyl-N-[6-[(3-propylimidazol-4-yl)methylsulfinyl]pyridazin-3-yl]-2,3-dihydro-1H-1-benzazepine-4-carboxamide). The yield is 54.7%. Reaction SMILES: [CH2:1]([O:5][CH2:6][CH2:7][O:8][C:9]1[CH:14]=[CH:13][C:12]([C:15]2[CH:16]=[CH:17][C:18]3[N:24]([CH2:25][CH:26]([CH3:28])[CH3:27])[CH2:23][CH2:22][C:21]([C:29]([NH:31][C:32]4[N:33]=[N:34][C:35]([S:38][CH2:39][C:40]5[N:41]([CH2:45][CH2:46][CH3:47])[CH:42]=[N:43][CH:44]=5)=[CH:36][CH:37]=4)=[O:30])=[CH:20][C:19]=3[CH:48]=2)=[CH:11][CH:10]=1)[CH2:2][CH2:3][CH3:4].ClC1C=CC=C(C(OO)=[O:57])C=1.S([O-])([O-])(=O)=S.[Na+].[Na+]>ClCCl>[CH2:1]([O:5][CH2:6][CH2:7][O:8][C:9]1[CH:14]=[CH:13][C:12]([C:15]2[CH:16]=[CH:17][C:18]3[N:24]([CH2:25][CH:26]([CH3:27])[CH3:28])[CH2:23][CH2:22][C:21]([C:29]([NH:31][C:32]4[N:33]=[N:34][C:35]([S:38]([CH2:39][C:40]5[N:41]([CH2:45][CH2:46][CH3:47])[CH:42]=[N:43][CH:44]=5)=[O:57])=[CH:36][CH:37]=4)=[O:30])=[CH:20][C:19]=3[CH:48]=2)=[CH:11][CH:10]=1)[CH2:2][CH2:3][CH3:4] |f:2.3.4|. Reported procedure: 7-[4-(2-butoxyethoxy)phenyl]-1-isobutyl-N-[6-[(3-propylimidazol-4-yl)methylthio]pyridazin-3-yl]-2,3-dihydro-1H-1-benzazepine-4-carboxamide (0.25 g) was dissolved in dichloromethane (10 ml), and the mixture was cooled to −78° C. 0.3-chloroperbenzoic acid (0.38 g) in dichloromethane solution (5 ml) was added dropwise to the solution. The mixture was stirred at −78° C. for 4 hours and sodium thiosulfate solution was added to the mixture. The mixture was concentrated, and extracted with ethyl acetat... Reactants: C1CCOC1 (THF), NC1=C(C=C(C=C1)C1=CC(=CC=C1)Cl)C(C)=O (1-(4-amino-3′-chloro-biphenyl-3-yl)-ethanone), C1(=CC=CC=C1)[Mg]Br (phenylmagnesium bromide), C1=CN(C=N1)C(=O)N2C=CN=C2 (CDI). The product is ClC=1C=C(C=CC1)C1=CC2=C(NC(OC2(C2=CC=CC=C2)C)=O)C=C1 (6-(3-Chlorophenyl)-4-methyl-4-phenyl-1,4-dihydro-benzo[d][1,3]oxazin-2-one). Reaction SMILES: [NH2:1][C:2]1[CH:7]=[CH:6][C:5]([C:8]2[CH:13]=[CH:12][CH:11]=[C:10]([Cl:14])[CH:9]=2)=[CH:4][C:3]=1[C:15](=[O:17])[CH3:16].[C:18]1([Mg]Br)C=[CH:22][CH:21]=[CH:20][CH:19]=1.C1N=CN([C:31](N2C=NC=C2)=[O:32])C=1.[CH2:38]1COCC1>>[Cl:14][C:10]1[CH:9]=[C:8]([C:5]2[CH:6]=[CH:7][C:2]3[NH:1][C:31](=[O:32])[O:17][C:15]([CH3:38])([C:16]4[CH:22]=[CH:21][CH:20]=[CH:19][CH:18]=4)[C:3]=3[CH:4]=2)[CH:13]=[CH:12][CH:11]=1. Procedure details: 6-(3-Chlorophenyl)-4-methyl-4-phenyl-1,4-dihydro-benzo[d][1,3]oxazin-2-one was prepared, from 1-(4-amino-3′-chloro-biphenyl-3-yl)-ethanone (0.2 g, 0.82 mmol) and phenylmagnesium bromide followed by treatment with CDI in THF, as a white solid: mp 179-180° C.; 1H-NMR (CDCl3) δ 8.27 (s, 1H, D2O exchangeable), 7.51-7.57 (m, 2H), 7.28-7.45 (m, 9H), 6.92 (d, 1H, J=8.4 Hz), 2.12 (s, 3H); MS (ESI) m/z 348 ([M−H]−, 100%); Anal. Calcd. For C21H16ClNO2: C, 72.10; H, 4.61; N, 4.00. Found: C, 71.72; H, 4.86;... Run in CCOC(=O)C (EtOAc), CN(C)C=O (DMF). Run at temperature 70 celsius, time 1 hour. The product is BrC=1C=2N(C(=CC1C1=CC=C(C=C1)Cl)C)C(N(N2)CC2=NC=C(C#N)C=C2)=O (6-((8-bromo-7-(4-chlorophenyl)-5-methyl-3-oxo-[1,2,4]triazolo[4,3-a]pyridine-2(3H)-yl)methyl)nicotinonitrile). RXN SMILES: [Br:1][C:2]1[C:3]2[N:4]([C:16](=[O:19])[NH:17][N:18]=2)[C:5]([CH3:15])=[CH:6][C:7]=1[C:8]1[CH:13]=[CH:12][C:11]([Cl:14])=[CH:10][CH:9]=1.C([O-])([O-])=O.[K+].[K+].Cl[CH2:27][C:28]1[CH:35]=[CH:34][C:31]([C:32]#[N:33])=[CH:30][N:29]=1.O>CN(C=O)C.CCOC(C)=O>[Br:1][C:2]1[C:3]2[N:4]([C:16](=[O:19])[N:17]([CH2:27][C:28]3[CH:35]=[CH:34][C:31]([C:32]#[N:33])=[CH:30][N:29]=3)[N:18]=2)[C:5]([CH3:15])=[CH:6][C:7]=1[C:8]1[CH:9]=[CH:10][C:11]([Cl:14])=[CH:12][CH:13]=1 |f:1.2.3|. Yield: 110.0%. Starting materials: O (water), BrC=1C=2N(C(=CC1C1=CC=C(C=C1)Cl)C)C(NN2)=O (8-bromo-7-(4-chlorophenyl)-5-methyl-[1,2,4]triazolo[4,3-a]pyridin-3(2H)-one), C(=O)([O-])[O-].[K+].[K+] (K2CO3), ClCC1=NC=C(C#N)C=C1 (6-(chloromethyl)nicotinonitrile). Procedure: To a stirring solution of 8-bromo-7-(4-chlorophenyl)-5-methyl-[1,2,4]triazolo[4,3-a]pyridin-3(2H)-one (40 mg, 0.11 mmol) in DMF (0.25 mL) at room temperature under argon was added K2CO3 (50 mg, 0.36 mmol), followed by 6-(chloromethyl)nicotinonitrile (20 mg, 0.13 mmol). The reaction mixture was stirred at 70° C. for 1 h. The reaction mixture was cooled to room temperature, water (2 mL) and EtOAc (5 mL) were added. The layers were separated. The organic layer was dried (MgSO4), filtered, and conce...